The task is: describe an organic reaction: reactants, conditions, products, and yield. This data is from the Open Reaction Database (ORD), a public repository of structured organic reaction records. The reactants are Cl.ClC=1C=C(C=CC1F)NN (3-chloro-4-fluorophenylhydrazine hydrochloride), C(CC(=O)C)(=O)OC(C)(C)C (tert-butyl acetoacetate), COC(N(C)C)OC (dimethylformamide-dimethylacetal), CC=1C=CC(=CC1)S(=O)(=O)O (TsOH). Solvent: CCOC(=O)C (EtOAc). Conditions: temperature 130 celsius, time 16 hour. Yields the product C(C)(C)(C)OC(=O)C=1C=NN(C1C)C1=CC(=C(C=C1)F)Cl (1-(3-chloro-4-fluoro-phenyl)-5-methyl-1H-pyrazole-4-carboxylic acid tert-butyl ester). Yield: 99.4%. Reaction SMILES: [C:1]([O:7][C:8]([CH3:11])([CH3:10])[CH3:9])(=[O:6])[CH2:2][C:3]([CH3:5])=O.[CH3:12]OC(OC)N(C)C.CC1C=CC(S(O)(=O)=O)=CC=1.Cl.[Cl:32][C:33]1[CH:34]=[C:35]([NH:40][NH2:41])[CH:36]=[CH:37][C:38]=1[F:39]>CCOC(C)=O>[C:8]([O:7][C:1]([C:2]1[CH:12]=[N:41][N:40]([C:35]2[CH:36]=[CH:37][C:38]([F:39])=[C:33]([Cl:32])[CH:34]=2)[C:3]=1[CH3:5])=[O:6])([CH3:11])([CH3:10])[CH3:9] |f:3.4|. Reported procedure: To a mixture of tert-butyl acetoacetate (1.1 mL, 6.8 mmol) and dimethylformamide-dimethylacetal (1.0 mL, 7.6 mmol) in a microwave tube is added a catalytic amount of TsOH. The yellow solution is heated at 130° C. in the microwave for 15 min. The resultant dark red solution is then cooled to room temperature, concentrated in vacuo and dissolved in acetonitrile (5.0 mL). Triethylamine (2.5 mL) is added followed by 3-chloro-4-fluorophenylhydrazine hydrochloride (1.3 g, 6.8 mmol). The dark reddish b... Reactants: C(=O)C(C#N)C1=CC=CC=C1 (α-formylphenylacetonitrile), [OH-].[Na+] (sodium hydroxide), Cl.NNC(=O)N (semicarbazide hydrochloride), ice. The solvent is CO.O (methanol water). Run at time 20 minute. Yields the product NC=1N(N=CC1C1=CC=CC=C1)C(N)=O (3-amino-2-carbamoyl-4-phenylpyrazole). As a reaction SMILES: [CH:1]([CH:3]([C:6]1[CH:11]=[CH:10][CH:9]=[CH:8][CH:7]=1)[C:4]#[N:5])=O.Cl.[NH2:13][NH:14][C:15]([NH2:17])=[O:16].[OH-].[Na+]>CO.O>[NH2:5][C:4]1[N:14]([C:15](=[O:16])[NH2:17])[N:13]=[CH:1][C:3]=1[C:6]1[CH:11]=[CH:10][CH:9]=[CH:8][CH:7]=1 |f:1.2,3.4,5.6|. Procedure: The α-formylphenylacetonitrile obtained above is dissolved in methanol-water (1:1-10:1, 200 ml), and to the solution is added with stirring semicarbazide hydrochloride (9.95 g) under ice cooling. After taking off the ice bath, the mixture is reacted for 12 hours. The reaction mixture is neturalized with 5N sodium hydroxide solution. The mixture is stirred for 20 minutes, and the resulting precipitate is separated by filtration, washed with water and dried to give 3-amino-2-carbamoyl-4-phenylpyra... Reactants: N1=CC=CC=C1 (pyridine), OO (hydrogen peroxide), CCOC(=O)[C@@H]1N(C[C@H](C1)[Se]C1=CC=CC=C1)C(=O)OC(C)(C)C ((2R,4S)-4-phenylselanyl-pyrrolidine-1,2-dicarboxylic acid 1-tert-butyl ester 2-ethyl ester). The solvent is ClCCl (dichloromethane). Reaction conditions: time 1.5 hour. The product is CCOC(=O)[C@@H]1N(CC=C1)C(=O)OC(C)(C)C ((R)-2,5dihydro-pyrrole-1,2-dicarboxylic acid 1-tert-butyl ester 2-ethyl ester). The yield is 77.5%. Reaction SMILES: [CH3:1][CH2:2][O:3][C:4]([C@H:6]1[CH2:10][C@H:9]([Se]C2C=CC=CC=2)[CH2:8][N:7]1[C:18]([O:20][C:21]([CH3:24])([CH3:23])[CH3:22])=[O:19])=[O:5].N1C=CC=CC=1.OO>ClCCl>[CH3:1][CH2:2][O:3][C:4]([C@H:6]1[CH:10]=[CH:9][CH2:8][N:7]1[C:18]([O:20][C:21]([CH3:22])([CH3:24])[CH3:23])=[O:19])=[O:5]. Procedure: To a solution of 7.35 g (0.016 mol) (2R,4S)-4-phenylselanyl-pyrrolidine-1,2-dicarboxylic acid 1-tert-butyl ester 2-ethyl ester in 80 ml dichloromethane were added at 0-5° C. 1.93 ml (0.024 mol) pyridine and 4.6 ml 30% hydrogen peroxide and stirring was continued for 1.5 hours. The mixture was extracted with 5% aqueous HCI, saturated aqueous sodium carbonate, and water. Chromatography on silicagel with ethylacetatelhexane 1:5 yielded 2.99 g (77%) (R)-2,5dihydro-pyrrole-1,2-dicarboxylic acid 1-ter...